This data is from the Open Reaction Database (ORD), a public repository of structured organic reaction records. The task is: describe an organic reaction: reactants, conditions, products, and yield Reactants: S(=O)(Cl)Cl (thionyl chloride), C(C)C1C(CC2(OCCO2)C1)C(=O)NNC=1N=C2C(=NC1)N(C=C2)S(=O)(=O)C2=CC=C(C)C=C2 (8-ethyl-N′-(5-tosyl-5H-pyrrolo[2,3-b]pyrazin-2-yl)-1,4-dioxaspiro[4.4]nonane-7-carbohydrazide), O1CCOCC1 (1,4-dioxane), S(=O)(Cl)Cl (thionyl chloride), CCN(C(C)C)C(C)C (DIEA). Run in C(Cl)Cl (DCM). Conditions: temperature 75 celsius, time 1 hour. The product is C(C)C1C(CC2(OCCO2)C1)C1=NN=C2N1C1=C(N=C2)N(C=C1)S(=O)(=O)C1=CC=C(C)C=C1 (1-(8-ethyl-1,4-dioxaspiro[4.4]nonan-7-yl)-6-tosyl-6H-pyrrolo[2,3-e][1,2,4]triazolo[4,3-a]pyrazine). The yield is 63.5%. RXN SMILES: [CH2:1]([CH:3]1[CH2:11][C:6]2([O:10][CH2:9][CH2:8][O:7]2)[CH2:5][CH:4]1[C:12]([NH:14][NH:15][C:16]1[N:17]=[C:18]2[CH:24]=[CH:23][N:22]([S:25]([C:28]3[CH:34]=[CH:33][C:31]([CH3:32])=[CH:30][CH:29]=3)(=[O:27])=[O:26])[C:19]2=[N:20][CH:21]=1)=O)[CH3:2].O1CCOCC1.CCN(C(C)C)C(C)C.S(Cl)(Cl)=O>C(Cl)Cl>[CH2:1]([CH:3]1[CH2:11][C:6]2([O:7][CH2:8][CH2:9][O:10]2)[CH2:5][CH:4]1[C:12]1[N:17]2[C:18]3[CH:24]=[CH:23][N:22]([S:25]([C:28]4[CH:29]=[CH:30][C:31]([CH3:32])=[CH:33][CH:34]=4)(=[O:27])=[O:26])[C:19]=3[N:20]=[CH:21][C:16]2=[N:15][N:14]=1)[CH3:2]. Reported procedure: A round bottom flask was charged with 8-ethyl-N′-(5-tosyl-5H-pyrrolo[2,3-b]pyrazin-2-yl)-1,4-dioxaspiro[4.4]nonane-7-carbohydrazide (4.90 g, 10.1 mmol) and 1,4-dioxane (50 mL). To the flask was added DIEA (8.81 mL, 50.5 mmol) followed by the addition of thionyl chloride (0.770 mL, 10.6 mmol). The mixture was heated to about 75° C. for about 90 min. Additional thionyl chloride (0.074 mL, 1.0 mmol) was added and heating was continued for about 1 h. The reaction was cooled to rt and stirred overnig...